This data is from the Open Reaction Database (ORD), a public repository of structured organic reaction records. The task is: describe an organic reaction: reactants, conditions, products, and yield Run at temperature 50 celsius, time 2 hour. The product is C(C)OC(=O)C=1NC=2CCCCC2C1CCC(=O)OCC (3-(2-ethoxycarbonylethyl)-4,5,6,7-tetrahydro-1H-indole-2-carboxylic acid ethyl ester). Solvent: C(C)(=O)OCC (ethyl acetate), O (Water). Starting materials: C(C)OC(CCC(=O)C1=C(CCCC1)N1CCOCC1)=O (4-(2-morpholin-4-ylcyclohex-1-enyl)-4-oxo-butyric acid ethyl ester), Cl.NC(C(=O)OCC)C(=O)OCC (diethyl aminomalonate hydrochloride), C(C)(=O)[O-].[Na+] (sodium acetate), C(C)(=O)O (acetic acid). Procedure: Crude 4-(2-morpholin-4-ylcyclohex-1-enyl)-4-oxo-butyric acid ethyl ester (454 g), 398 g of diethyl aminomalonate hydrochloride, 162 g of sodium acetate and 350 mL of glacial acetic acid were heated to 108° C. over 30 minutes. The mixture was held at 100-108° C. for 2 hours and then cooled to about 50° C. in a water bath. Water (2500 mL) and 700 mL of ethyl acetate were added. The ethyl acetate layer was separated and washed three times with brine, twice with saturated sodium bicarbonate solution... As a reaction SMILES: [CH2:1]([O:3][C:4](=[O:21])[CH2:5][CH2:6][C:7]([C:9]1[CH2:14][CH2:13][CH2:12][CH2:11][C:10]=1[N:15]1[CH2:20][CH2:19][O:18][CH2:17][CH2:16]1)=O)[CH3:2].Cl.NC(C(OCC)=O)C(OCC)=[O:26].C([O-])(=O)C.[Na+].C(O)(=O)C>C(OCC)(=O)C.O>[CH2:19]([O:18][C:17]([C:16]1[NH:15][C:10]2[CH2:11][CH2:12][CH2:13][CH2:14][C:9]=2[C:7]=1[CH2:6][CH2:5][C:4]([O:3][CH2:1][CH3:2])=[O:21])=[O:26])[CH3:20] |f:1.2,3.4|. Yield: 109.6%.